From a dataset of the Open Reaction Database (ORD), a public repository of structured organic reaction records. describe an organic reaction: reactants, conditions, products, and yield Reactants: CC(C(C)(C)O1)(C)OB1C2=CC=C(C(NC3CCOC3)=O)C=C2, BrC1=CC2=C(C=C1)C=CN2. The reagents and catalysts are CC(C)(C)C1=CC=C(C=C1)C2=CC=C(C=C2)C(C)(C)C, C(=O)([O-])[O-].[Na+].[Na+], C1=CC=C(C=C1)P(C2=CC=CC=C2)C3=CC=CC=C3.C1=CC=C(C=C1)P(C2=CC=CC=C2)C3=CC=CC=C3.C1=CC=C(C=C1)P(C2=CC=CC=C2)C3=CC=CC=C3.C1=CC=C(C=C1)P(C2=CC=CC=C2)C3=CC=CC=C3.[Pd]. Solvent: COCCOC, O (water), COCCOC. Conditions: temperature 85 celsius, time 24 hour. Yields the product O=C(NC1CCOC1)C2=CC=C(C3=CC4=C(C=C3)C=CN4)C=C2. Isolated yield 39.0%. Starting materials: ClSc1ccc(Br)cc1, ClC(Cl)(Cl)Cl, CC(=O)O, C=CS(=O)(=O)c1ccccc1. Reaction SMILES: [Br:12][c:13]1[cH:14][cH:15][c:16]([S:19][Cl:20])[cH:17][cH:18]1.[C:21]([Cl:22])([Cl:23])([Cl:24])[Cl:25].[CH3:26][C:27](=[O:28])[OH:29].[CH:1](=[CH2:2])[S:3](=[O:4])(=[O:5])[c:6]1[cH:7][cH:8][cH:9][cH:10][cH:11]1>>[CH:1]([CH2:2][Cl:22])([S:3](=[O:4])(=[O:5])[c:6]1[cH:7][cH:8][cH:9][cH:10][cH:11]1)[S:19][c:16]1[cH:15][cH:14][c:13]([Br:12])[cH:18][cH:17]1. Product: O=S(=O)(c1ccccc1)C(CCl)Sc1ccc(Br)cc1. Starting materials: C(=O)(OC(C)(C)C)NCCOC1=CC=C(C=C1)CC(=O)O (4-[2-(Boc-amino)ethoxy]benzeneacetic acid), Cl.CNC (dimethylamine hydrochloride), CCN=C=NCCCN(C)C (EDCI), C1=CC2=C(N=C1)N(N=N2)O (HOAT). Run in ClCCl (dichloromethane), O (water). Reaction conditions: time 10 minute. Product: CN(C(CC1=CC=C(C=C1)OCCNC(=O)OC(C)(C)C)=O)C (N,N-dimethyl-4-[2-[[(1,1-dimethylethoxy)carbonyl]amino]ethoxy]benzeneacetamide), oil. The yield is 46.0%. Reaction SMILES: [C:1]([NH:8][CH2:9][CH2:10][O:11][C:12]1[CH:17]=[CH:16][C:15]([CH2:18][C:19]([OH:21])=O)=[CH:14][CH:13]=1)([O:3][C:4]([CH3:7])([CH3:6])[CH3:5])=[O:2].C[CH2:23][N:24]=[C:25]=NCCCN(C)C.C1C=NC2N(O)N=NC=2C=1.Cl.CNC>ClCCl.O>[CH3:23][N:24]([CH3:25])[C:19](=[O:21])[CH2:18][C:15]1[CH:16]=[CH:17][C:12]([O:11][CH2:10][CH2:9][NH:8][C:1]([O:3][C:4]([CH3:7])([CH3:6])[CH3:5])=[O:2])=[CH:13][CH:14]=1 |f:3.4|. Procedure details: A solution is prepared of 1.2 g (4.06 mmol) of 4-[2-(Boc-amino)ethoxy]benzeneacetic acid in 4 ml of dichloromethane and then 932 mg (4.87 mmol) of EDCI and 55 mg (0.406 mmol) of HOAT are added. After 10 minutes under agitation at ambient temperature, 400 mg (4.87 mmol) of dimethylamine hydrochloride are added. The reaction medium is then agitated at ambient temperature for 24 hours. The medium is then treated by the addition of 20 ml of water and then extracted 3 times with 50 ml of dichlorometh... Reactants: C(C)OC(=O)C=1SC=C(N1)C1=CC(=CC=C1)C(=O)Cl (4-(3-chlorocarbonyl-phenyl)-thiazole-2-carboxylic acid ethyl ester), BrCC(=O)C=1C=C(C(=O)O)C=CC1 (3-(2-bromo-acetyl)-benzoic acid), C(C(=O)N)(=S)OCC (ethyl thiooxamate). Run in C1CCOC1 (THF). Conditions: temperature 60 celsius. Product: C(C)OC(=O)C=1SC=C(N1)C1=CC(=CC=C1)C(CC(=O)O)=O (4-(3-carboxyacetyl-phenyl)-thiazole-2-carboxylic acid ethyl ester), C(C)OC(=O)C=1SC=C(N1)C1=CC(=CC=C1)C(=O)O (4-(3-carboxy-phenyl)-thiazole-2-carboxylic acid ethyl ester). As a reaction SMILES: [CH2:1]([O:3][C:4]([C:6]1[S:7][CH:8]=[C:9]([C:11]2[CH:16]=[CH:15][CH:14]=[C:13]([C:17](Cl)=[O:18])[CH:12]=2)[N:10]=1)=[O:5])[CH3:2].Br[CH2:21][C:22]([C:24]1[CH:25]=[C:26]([CH:30]=[CH:31][CH:32]=1)[C:27]([OH:29])=[O:28])=O.C(OCC)(=S)C(N)=O>C1COCC1>[CH2:1]([O:3][C:4]([C:6]1[S:7][CH:8]=[C:9]([C:11]2[CH:16]=[CH:15][CH:14]=[C:13]([C:17](=[O:18])[CH2:26][C:27]([OH:29])=[O:28])[CH:12]=2)[N:10]=1)=[O:5])[CH3:2].[CH2:1]([O:3][C:4]([C:6]1[S:7][CH:21]=[C:22]([C:24]2[CH:32]=[CH:31][CH:30]=[C:26]([C:27]([OH:29])=[O:28])[CH:25]=2)[N:10]=1)=[O:5])[CH3:2]. Procedure: The 4-(3-carboxyacetyl-phenyl)-thiazole-2-carboxylic acid ethyl ester was prepared from 4-(3-chlorocarbonyl-phenyl)-thiazole-2-carboxylic acid ethyl ester [prepared by the following sequence: i.) A mixture of 3-(2-bromo-acetyl)-benzoic acid [CAS-no. 62423-73-8] (2.43 g) and ethyl thiooxamate [CAS-no. 16982-21-1] (1.6 g) in THF (40 mL) was heated to 60° C. for 4 h and then partitioned between EtOAc and brine. The organic layer was dried and evaporated and the residue was crystallized from EtOAc/h... Starting materials: IC1=CC(=C(C(=O)OC)C=C1[N+](=O)[O-])C(F)(F)F (methyl 4-iodo-5-nitro-2-(trifluoromethyl)benzoate), IC1=C(C(=C(C(=O)OC)C=C1)C(F)(F)F)[N+](=O)[O-] (methyl 4-iodo-3-nitro-2-(trifluoromethyl)benzoate). Reagents/catalysts: [Fe] (iron). Solvent: C(C)(=O)O (acetic acid). Product: NC=1C(=CC(=C(C(=O)OC)C1)C(F)(F)F)I (methyl 5-amino-4-iodo-2-(trifluoromethyl)benzoate), NC=1C(=C(C(=O)OC)C=CC1I)C(F)(F)F (methyl 3-amino-4-iodo-2-(trifluoromethyl)benzoate). Reaction SMILES: [I:1][C:2]1[C:11]([N+:12]([O-])=O)=[CH:10][C:5]([C:6]([O:8][CH3:9])=[O:7])=[C:4]([C:15]([F:18])([F:17])[F:16])[CH:3]=1.[I:19][C:20]1[CH:29]=[CH:28][C:23]([C:24]([O:26][CH3:27])=[O:25])=[C:22]([C:30]([F:33])([F:32])[F:31])[C:21]=1[N+:34]([O-])=O>C(O)(=O)C.[Fe]>[NH2:12][C:11]1[C:2]([I:1])=[CH:3][C:4]([C:15]([F:16])([F:17])[F:18])=[C:5]([CH:10]=1)[C:6]([O:8][CH3:9])=[O:7].[NH2:34][C:21]1[C:22]([C:30]([F:33])([F:31])[F:32])=[C:23]([CH:28]=[CH:29][C:20]=1[I:19])[C:24]([O:26][CH3:27])=[O:25]. Procedure: A mixture of methyl 4-iodo-5-nitro-2-(trifluoromethyl)benzoate (desired) and methyl 4-iodo-3-nitro-2-(trifluoromethyl)benzoate as obtained in step 3 (1.7 g, 4.53 mmol) in acetic acid (20 mL) was treated with iron powder (1.5 g, 26.8 mmol) at 45° C. for 2 h. The reaction mixture was cooled to ambient temperature and was filtered through celite. The filter cake was washed with ethyl acetate and the filtrate was concentrated. The residue was diluted with ethyl acetate, washed with saturated sodium ... Starting materials: Br, CC(C)NC1=NS(=O)(=O)c2ccc(C(F)(F)F)cc2N1, O, OO. Yields the product CC(C)NC1=NS(=O)(=O)c2cc(Br)c(C(F)(F)F)cc2N1. Reaction SMILES: [BrH:21].[CH:1]([CH3:2])([CH3:3])[NH:4][C:5]1=[N:6][S:7](=[O:19])(=[O:20])[c:8]2[c:9]([cH:11][c:12]([C:15]([F:16])([F:17])[F:18])[cH:13][cH:14]2)[NH:10]1.[OH2:24].[OH:22][OH:23]>>[CH:1]([CH3:2])([CH3:3])[NH:4][C:5]1=[N:6][S:7](=[O:19])(=[O:20])[c:8]2[c:9]([cH:11][c:12]([C:15]([F:16])([F:17])[F:18])[c:13]([Br:21])[cH:14]2)[NH:10]1. The reactants are ClC1=C(C=C(C=C1NC1=NN2C(C(=N1)N(CC1=CC=C(C=C1)OC)CC)=NC=C2C#N)C#N)N[C@H]2[C@@H](CN(CC2)C(=O)OC)O ((3R,4R)-methyl 4-((2-chloro-5-cyano-3-((7-cyano-4-(ethyl(4-methoxybenzyl)amino)imidazo[2,1-f][1,2,4]triazin-2-yl)amino)phenyl)amino)-3-hydroxypiperidine-1-carboxylate), C1(=CC=CC=C1)OC (anisole), C(=O)(C(F)(F)F)O (TFA). Solvent: ClCCCl (DCE). Run at temperature 40 celsius, time 2 hour. Product: ClC1=C(C=C(C=C1NC1=NN2C(C(=N1)NCC)=NC=C2C#N)C#N)N[C@H]2[C@@H](CN(CC2)C(=O)OC)O ((3R,4R)-methyl 4-((2-chloro-5-cyano-3-((7-cyano-4-(ethylamino)imidazo[2,1-f][1,2,4]triazin-2-yl)amino)phenyl)amino)-3-hydroxypiperidine-1-carboxylate). Isolated yield 20.4%. Reaction SMILES: [Cl:1][C:2]1[C:7]([NH:8][C:9]2[N:14]=[C:13]([N:15](CC)[CH2:16][C:17]3C=CC(OC)=CC=3)[C:12]3=[N:27][CH:28]=[C:29]([C:30]#[N:31])[N:11]3[N:10]=2)=[CH:6][C:5]([C:32]#[N:33])=[CH:4][C:3]=1[NH:34][C@@H:35]1[CH2:40][CH2:39][N:38]([C:41]([O:43][CH3:44])=[O:42])[CH2:37][C@H:36]1[OH:45].C1(OC)C=CC=CC=1.C(O)(C(F)(F)F)=O>ClCCCl>[Cl:1][C:2]1[C:7]([NH:8][C:9]2[N:14]=[C:13]([NH:15][CH2:16][CH3:17])[C:12]3=[N:27][CH:28]=[C:29]([C:30]#[N:31])[N:11]3[N:10]=2)=[CH:6][C:5]([C:32]#[N:33])=[CH:4][C:3]=1[NH:34][C@@H:35]1[CH2:40][CH2:39][N:38]([C:41]([O:43][CH3:44])=[O:42])[CH2:37][C@H:36]1[OH:45]. Procedure details: To (3R,4R)-methyl 4-((2-chloro-5-cyano-3-((7-cyano-4-(ethyl(4-methoxybenzyl)amino)imidazo[2,1-f][1,2,4]triazin-2-yl)amino)phenyl)amino)-3-hydroxypiperidine-1-carboxylate (30.9 mg, 0.049 mmol) was added DCE (3 mL), anisole (5.35 μl, 0.049 mmol) and TFA (0.5 mL, 6.49 mmol); the reaction stirred 2 hr at 40° C. and solvents removed. The crude material was purified via preparative LC/MS with the following conditions: Column: XBridge C18, 19×200 mm, 5-μm particles; Mobile Phase A: 5:95 acetonitrile: w... The reactants are C(C)(C)(C)OC(=O)N1CC(C=2C(=C(N3N=CC=C3N2)N2CC(C2)C(=O)O)CC1)C (10-(3-Carboxy-azetidin-1-yl)-5-methyl-5,6,8,9-tetrahydro-1,4,7,10a-tetraaza-cyclohept[f]indene-7-carboxylic acid tert-butyl ester), CN(C)C(=[N+](C)C)ON1C2=C(C=CC=C2)N=N1.[B-](F)(F)(F)F (TBTU), CCN(C(C)C)C(C)C (DIPEA), [Cl-].CC1(C[NH2+]CC1)C (3,3-Dimethyl-pyrrolidinium chloride). The solvent is CN(C)C=O (DMF). Reaction conditions: time 30 minute. Product: C(C)(C)(C)OC(=O)N1CC(C=2C(=C(N3N=CC=C3N2)N2CC(C2)C(=O)N2CC(CC2)(C)C)CC1)C (10-[3-(3,3-Dimethyl-pyrrolidine-1-carbonyl)-azetidin-1-yl]-5-methyl-5,6,8,9-tetrahydro-1,4,7,10a-tetraaza-cyclohept[f]indene-7-carboxylic acid tert-butyl ester). As a reaction SMILES: [C:1]([O:5][C:6]([N:8]1[CH2:28][CH2:27][C:12]2=[C:13]([N:20]3[CH2:23][CH:22]([C:24](O)=[O:25])[CH2:21]3)[N:14]3[C:18]([N:19]=[C:11]2[CH:10]([CH3:29])[CH2:9]1)=[CH:17][CH:16]=[N:15]3)=[O:7])([CH3:4])([CH3:3])[CH3:2].CN(C(ON1N=NC2C=CC=CC1=2)=[N+](C)C)C.[B-](F)(F)(F)F.CCN(C(C)C)C(C)C.[Cl-].[CH3:62][C:63]1([CH3:68])[CH2:67][CH2:66][NH2+:65][CH2:64]1>CN(C=O)C>[C:1]([O:5][C:6]([N:8]1[CH2:28][CH2:27][C:12]2=[C:13]([N:20]3[CH2:21][CH:22]([C:24]([N:65]4[CH2:66][CH2:67][C:63]([CH3:68])([CH3:62])[CH2:64]4)=[O:25])[CH2:23]3)[N:14]3[C:18]([N:19]=[C:11]2[CH:10]([CH3:29])[CH2:9]1)=[CH:17][CH:16]=[N:15]3)=[O:7])([CH3:3])([CH3:4])[CH3:2] |f:1.2,4.5|. Reported procedure: To 300 mg (0.57 mmol) of 10-(3-Carboxy-azetidin-1-yl)-5-methyl-5,6,8,9-tetrahydro-1,4,7,10a-tetraaza-cyclohept[f]indene-7-carboxylic acid tert-butyl ester (as DIPEA salt) in 6.0 mL DMF was added 484 mg (1.51 mmol) TBTU and 243 μL (1.41 mmol) DIPEA and stirring was continued at room temperature for 30 min. Then 84.3 mg (0.62 mmol) of 3,3-Dimethyl-pyrrolidinium chloride was added and the reaction mixture was stirred additional 4 h. The reaction mixture was filtered and the purified by HPLC.